From a dataset of the Open Reaction Database (ORD), a public repository of structured organic reaction records. describe an organic reaction: reactants, conditions, products, and yield The reactants are FC=1C=C(C=C(C1)F)[C@@]1(CNC2(CCCC2)C(N1C/C=C/C=1C=C2CC3(C(NC4=NC=CC=C43)=O)CC2=CC1)=O)C (5-{(1E)-3-[(8R)-8-(3,5-difluorophenyl)-8-methyl-10-oxo-6,9-diazaspiro[4.5]dec-9-yl]prop-1-en-1-yl}-1,3-dihydrospiro[indene-2,3′-pyrrolo[2,3-b]pyridin]-2′(1′H)-one). Reagents/catalysts: [Pd] (Palladium on carbon). The solvent is CO (methanol). The product is FC=1C=C(C=C(C1)F)[C@@]1(CNC2(CCCC2)C(N1CCCC=1C=C2C[C@]3(C(NC4=NC=CC=C43)=O)CC2=CC1)=O)C ((2R)-5-{3-[(8R)-8-(3,5-difluorophenyl)-8-methyl-10-oxo-6,9-diazaspiro[4.5]dec-9-yl]propyl}-1,3-dihydrospiro[indene-2,3′-pyrrolo[2,3-b]pyridin]-2′(1′H)-one). RXN SMILES: [F:1][C:2]1[CH:3]=[C:4]([C@@:9]2([CH3:41])[N:18]([CH2:19]/[CH:20]=[CH:21]/[C:22]3[CH:23]=[C:24]4[C:37](=[CH:38][CH:39]=3)[CH2:36][C:26]3([C:34]5[C:29](=[N:30][CH:31]=[CH:32][CH:33]=5)[NH:28][C:27]3=[O:35])[CH2:25]4)[C:17](=[O:40])[C:12]3([CH2:16][CH2:15][CH2:14][CH2:13]3)[NH:11][CH2:10]2)[CH:5]=[C:6]([F:8])[CH:7]=1>CO.[Pd]>[F:8][C:6]1[CH:5]=[C:4]([C@@:9]2([CH3:41])[N:18]([CH2:19][CH2:20][CH2:21][C:22]3[CH:23]=[C:24]4[C:37](=[CH:38][CH:39]=3)[CH2:36][C@:26]3([C:34]5[C:29](=[N:30][CH:31]=[CH:32][CH:33]=5)[NH:28][C:27]3=[O:35])[CH2:25]4)[C:17](=[O:40])[C:12]3([CH2:13][CH2:14][CH2:15][CH2:16]3)[NH:11][CH2:10]2)[CH:3]=[C:2]([F:1])[CH:7]=1. Reported procedure: 5-{(1E)-3-[(8R)-8-(3,5-difluorophenyl)-8-methyl-10-oxo-6,9-diazaspiro[4.5]dec-9-yl]prop-1-en-1-yl}-1,3-dihydrospiro[indene-2,3′-pyrrolo[2,3-b]pyridin]-2′(1′H)-one (the first eluting peak of Example 1) (32 mg, 0.058 mmol) was dissolved in 1 mL of methanol and hydrogenated using an H-Cube apparatus and 10% Palladium on carbon cartridge while eluting with 10% acetic acid in methanol. The reaction was concentrated in vacuo and partitioned between ethyl acetate and 10% sodium bicarbonate. The layers ... Starting materials: Clc1ncc(Br)c(Cl)n1, [Cl-], [H-], [Na+], [Na+], CN(C)C=O, O=[N+]([O-])c1cccc(S(=O)(=O)NCCCO)c1. Reaction SMILES: [Br:20][c:21]1[c:22]([Cl:28])[n:23][c:24]([Cl:27])[n:25][cH:26]1.[Cl-:29].[H-:18].[Na+:19].[Na+:30].[O:31]=[CH:32][N:33]([CH3:34])[CH3:35].[OH:1][CH2:2][CH2:3][CH2:4][NH:5][S:6](=[O:7])(=[O:8])[c:9]1[cH:10][c:11]([N+:15](=[O:16])[O-:17])[cH:12][cH:13][cH:14]1>>[O:1]([CH2:2][CH2:3][CH2:4][NH:5][S:6](=[O:7])(=[O:8])[c:9]1[cH:10][c:11]([N+:15](=[O:16])[O-:17])[cH:12][cH:13][cH:14]1)[c:22]1[c:21]([Br:20])[cH:26][n:25][c:24]([Cl:27])[n:23]1. Yields the product O=[N+]([O-])c1cccc(S(=O)(=O)NCCCOc2nc(Cl)ncc2Br)c1. RXN SMILES: Cl[C:2]1[C:7]([Cl:8])=[N:6][CH:5]=[CH:4][N:3]=1.[I-].[O:10]1[CH2:15][CH2:14][CH:13]([Zn+])[CH2:12][CH2:11]1.C(OCC)(=O)C.[Cl-].[NH4+]>CC(N(C)C)=O.[Cu]I.C1C=CC(P(C2C=CC=CC=2)[C-]2C=CC=C2)=CC=1.C1C=CC(P(C2C=CC=CC=2)[C-]2C=CC=C2)=CC=1.Cl[Pd]Cl.[Fe+2]>[Cl:8][C:7]1[C:2]([CH:13]2[CH2:14][CH2:15][O:10][CH2:11][CH2:12]2)=[N:3][CH:4]=[CH:5][N:6]=1 |f:1.2,4.5,8.9.10.11|. Reagents/catalysts: [Cu]I (copper(I) iodide), C1=CC=C(C=C1)P([C-]2C=CC=C2)C3=CC=CC=C3.C1=CC=C(C=C1)P([C-]2C=CC=C2)C3=CC=CC=C3.Cl[Pd]Cl.[Fe+2] (Pd(dppf)Cl2). Procedure: A mixture of copper(I) iodide (0.066 g, 0.35 mmol), Pd(dppf)Cl2 (0.14 g, 0.18 mmol), and 2,3-dichloropyrazine (0.52 g, 3.50 mmol) in DMA (3 mL) was placed under argon atmosphere using 3 evacuation/backfill cycles. A solution of (tetrahydro-2H-pyran-4-yl)zinc(II) iodide (about 3.50 mmol, prepared in example 6, step 1) was added dropwise via syringe and the mixture was heated to 80° C. for 4 h, then cooled to RT. Ethyl acetate and saturated aqueous ammonium chloride were added, the resulting layer... The yield is 29.4%. Yields the product ClC1=NC=CN=C1C1CCOCC1 (2-chloro-3-(tetrahydro-2H-pyran-4-yl)pyrazine). Solvent: CC(=O)N(C)C (DMA). Reaction conditions: temperature 80 celsius. Starting materials: ClC1=NC=CN=C1Cl (2,3-dichloropyrazine), [I-].O1CCC(CC1)[Zn+] ((tetrahydro-2H-pyran-4-yl)zinc(II) iodide), C(C)(=O)OCC (Ethyl acetate), [Cl-].[NH4+] (ammonium chloride). Solvent: C(=O)(C(F)(F)F)O (TFA), CO (MeOH). Reaction SMILES: C([NH:5][S:6]([C:9]1[S:10][C:11]([C:14]2[N:19]=[C:18]([NH:20][C:21]3[CH:25]=[C:24]([CH:26]4[CH2:28][CH2:27]4)[NH:23][N:22]=3)[C:17]([CH2:29][CH2:30][CH2:31][OH:32])=[CH:16][N:15]=2)=[CH:12][CH:13]=1)(=[O:8])=[O:7])(C)(C)C.C([O-])([O-])=O.[K+].[K+]>C(O)(C(F)(F)F)=O.CO>[CH:26]1([C:24]2[NH:23][N:22]=[C:21]([NH:20][C:18]3[C:17]([CH2:29][CH2:30][CH2:31][OH:32])=[CH:16][N:15]=[C:14]([C:11]4[S:10][C:9]([S:6]([NH2:5])(=[O:8])=[O:7])=[CH:13][CH:12]=4)[N:19]=3)[CH:25]=2)[CH2:28][CH2:27]1 |f:1.2.3|. The reactants are C(C)(C)(C)NS(=O)(=O)C=1SC(=CC1)C1=NC=C(C(=N1)NC1=NNC(=C1)C1CC1)CCCO (N-tert-butyl-5-(4-(5-cyclopropyl-1H-pyrazol-3-ylamino)-5-(3-hydroxypropyl)pyrimidin-2-yl)thiophene-2-sulfonamide), C(=O)([O-])[O-].[K+].[K+] (K2CO3). Product: C1(CC1)C1=CC(=NN1)NC1=NC(=NC=C1CCCO)C1=CC=C(S1)S(=O)(=O)N (5-(4-(5-cyclopropyl-1H-pyrazol-3-ylamino)-5-(3-hydroxy propyl)pyrimidin-2-yl)thiophene-2-sulfonamide). Yield: 71.3%. Procedure details: A solution of N-tert-butyl-5-(4-(5-cyclopropyl-1H-pyrazol-3-ylamino)-5-(3-hydroxypropyl)pyrimidin-2-yl)thiophene-2-sulfonamide (10 mg, 0.02 mmol) in TFA (1 mL) was heated to reflux for 0.5 h. The reaction was removed in vacuo, to which K2CO3 (43 mg, 0.31 mmol) in MeOH (5 mL) was added. After stirring at room temperature for 1 h the reaction mixture was filtered, the filtrate was concentrated and purified by HPLC-prepare to afford the desired compound 5-(4-(5-cyclopropyl-1H-pyrazol-3-ylamino)-5-(... Run at time 1 hour. Reactants: ice, C(#N)C=1C=C(C=CC1)C1=CC=C(C(=O)NCCCCN2CC3=CC(=CC=C3CC2)O)C=C1 (2-(4-(4-(3-cyanophenyl)benzoylamino)butyl)-7-hydroxy-1,2,3,4-tetrahydroisoquinoline), FC(S(=O)(=O)OS(=O)(=O)C(F)(F)F)(F)F (Trifluoromethanesulfonic anhydride). Reagents/catalysts: S(=O)(=O)([O-])[O-].[Cu+2] (copper (II) sulphate). The solvent is N1=CC=CC=C1 (pyridine). Conditions: time 18 hour. Product: C(#N)C=1C=C(C=CC1)C1=CC=C(C(=O)NCCCCN2CC3=CC(=CC=C3CC2)OS(=O)(=O)C(F)(F)F)C=C1 (2-(4-(4-(3-Cyanophenyl)benzoylamino)butyl)-7-trifluoromethylsulfonyloxy-1,2,3,4-tetrahydroisoquinoline). The yield is 49.1%. As a reaction SMILES: [F:1][C:2]([F:15])([F:14])[S:3]([O:6]S(C(F)(F)F)(=O)=O)(=[O:5])=[O:4].[C:16]([C:18]1[CH:19]=[C:20]([C:24]2[CH:47]=[CH:46][C:27]([C:28]([NH:30][CH2:31][CH2:32][CH2:33][CH2:34][N:35]3[CH2:44][CH2:43][C:42]4[C:37](=[CH:38][C:39](O)=[CH:40][CH:41]=4)[CH2:36]3)=[O:29])=[CH:26][CH:25]=2)[CH:21]=[CH:22][CH:23]=1)#[N:17]>N1C=CC=CC=1.S([O-])([O-])(=O)=O.[Cu+2]>[C:16]([C:18]1[CH:19]=[C:20]([C:24]2[CH:47]=[CH:46][C:27]([C:28]([NH:30][CH2:31][CH2:32][CH2:33][CH2:34][N:35]3[CH2:44][CH2:43][C:42]4[C:37](=[CH:38][C:39]([O:6][S:3]([C:2]([F:15])([F:14])[F:1])(=[O:5])=[O:4])=[CH:40][CH:41]=4)[CH2:36]3)=[O:29])=[CH:26][CH:25]=2)[CH:21]=[CH:22][CH:23]=1)#[N:17] |f:3.4|. Reported procedure: Trifluoromethanesulfonic anhydride (0.21 ml, 1.25 mmol) was added dropwise with stirring to an ice cooled solution of 2-(4-(4-(3-cyanophenyl)benzoylamino)butyl)-7-hydroxy-1,2,3,4-tetrahydroisoquinoline (0.41 g, 0.96 mmol) in anhydrous pyridine (5 ml). After stirring at room temperature for 18 h. the mixture was poured into 10% aqueous copper (II) sulphate (100 ml). The mixture was extracted with ethyl acetate (2×50 ml) and the combined extracts washed with 10% aqueous copper (II) sulfate (2×50 m... Reactants: Cl, [Na+], [OH-], OCCCNC1CCCCC1C(O)c1ccccc1. Yields the product OCCCNC1CCCCC1=Cc1ccccc1. Reaction SMILES: [ClH:22].[Na+:21].[OH-:20].[OH:1][CH2:2][CH2:3][CH2:4][NH:5][CH:6]1[CH:7]([CH:12]([OH:13])[c:14]2[cH:15][cH:16][cH:17][cH:18][cH:19]2)[CH2:8][CH2:9][CH2:10][CH2:11]1>>[OH:1][CH2:2][CH2:3][CH2:4][NH:5][CH:6]1[C:7](=[CH:12][c:14]2[cH:15][cH:16][cH:17][cH:18][cH:19]2)[CH2:8][CH2:9][CH2:10][CH2:11]1. Reactants: C(C(O)C)(=O)[O-] (Lactate), C([C@@H]1[C@H]([C@@H]([C@@](O1)(COP(=O)(O)O)O)O)O)OP(=O)(O)O (fructose-1,6-diphosphate), C(C(=O)C)(=O)[O-] (pyruvate), C=1N=C(C2=C(N1)N(C=N2)[C@H]3[C@@H]([C@@H]([C@H](O3)COP(=O)(O)OP(=O)(O)OC[C@@H]4[C@H]([C@H]([C@@H](O4)N5C=CCC(=C5)C(=O)N)O)O)O)O)N (NADH), Tris-acetate, C=1N=C(C2=C(N1)N(C=N2)[C@H]3[C@@H]([C@@H]([C@H](O3)COP(=O)(O)OP(=O)(O)OC[C@@H]4[C@H]([C@H]([C@@H](O4)N5C=CCC(=C5)C(=O)N)O)O)O)O)N (NADH). Product: N[C@@H](CC(C)C)C(=O)O (Leu). Reaction SMILES: [C:1]([O-:6])(=[O:5])[CH:2]([CH3:4])O.C1[N:8]=C(N)C2N=CN([C@@H]3O[C@H](COP(OP(OC[C@H]4O[C@@H](N5C=C(C(N)=O)CC=C5)[C@H](O)[C@@H]4O)(O)=O)(O)=O)[C@@H](O)[C@H]3O)C=2N=1.[CH2:51](OP(O)(O)=O)[C@H:52]1O[C@@](O)(COP(O)(O)=O)[C@@H](O)[C@@H:53]1O.C([O-])(=O)C(C)=O>>[NH2:8][C@H:2]([C:1]([OH:6])=[O:5])[CH2:4][CH:52]([CH3:53])[CH3:51]. Procedure details: Lactate dehydrogenase was measured by monitoring the oxidation of NADH at 340 nm in a reaction mixture with the following composition: 50 mM Tris-acetate buffer (pH 6), 0.5 mM fructose-1,6-diphosphate, 25 mM pyruvate and 0.5 mM NADH. Reactants: O (Water), BrC=1C=CC2=C(C=C(CCN2)C(=O)OC)C1 (methyl 7-bromo-2,3-dihydro-1H-1-benzazepine-4-carboxylate), COCCC=O (3-methoxypropionaldehyde), C(C)(=O)O[BH-](OC(C)=O)OC(C)=O.[Na+] (sodium triacetoxyborohydride). Run in ClCCCl (1,2-dichloroethane). Reaction conditions: time 24 hour. Product: BrC=1C=CC2=C(C=C(CCN2CCCOC)C(=O)OC)C1 (methyl 7-bromo-1-(3-methoxypropyl)-2,3-dihydro-1H-1-benzazepine-4-carboxylate). Isolated yield 93.1%. As a reaction SMILES: [Br:1][C:2]1[CH:3]=[CH:4][C:5]2[NH:11][CH2:10][CH2:9][C:8]([C:12]([O:14][CH3:15])=[O:13])=[CH:7][C:6]=2[CH:16]=1.[CH3:17][O:18][CH2:19][CH2:20][CH:21]=O.C(O[BH-](OC(=O)C)OC(=O)C)(=O)C.[Na+].O>ClCCCl>[Br:1][C:2]1[CH:3]=[CH:4][C:5]2[N:11]([CH2:21][CH2:20][CH2:19][O:18][CH3:17])[CH2:10][CH2:9][C:8]([C:12]([O:14][CH3:15])=[O:13])=[CH:7][C:6]=2[CH:16]=1 |f:2.3|. Reported procedure: To a solution of methyl 7-bromo-2,3-dihydro-1H-1-benzazepine-4-carboxylate (0.80 g) and 3-methoxypropionaldehyde (1.25 g) in 1,2-dichloroethane (10 ml) was added sodium triacetoxyborohydride (1.81 g) at room temperature, and the mixture was stirred for 24 hours. Water was added to the reaction system, and the mixture was extracted with ethyl acetate. The organic layer was washed with saturated brine and dried with magnesium sulfate. After concentration under reduced pressure, the resulting resid... The reactants are N-H amide, CC1(C(NC(N1)=O)=O)C (5,5-dimethylhydantoin), [Cl-].[Li+] (lithium chloride), C1C(C)O1 (propene oxide). Solvent: CN(C=O)C (dimethylformamide). Reaction conditions: temperature 50 celsius. Yields the product OC(CN1C(=O)N(C(=O)C1(C)C)CC(C)O)C (1,3-Di(β-hydroxy-n-propyl)-5,5-dimethylhydantoin). RXN SMILES: [CH3:1][C:2]1([CH3:9])[NH:6][C:5](=[O:7])[NH:4][C:3]1=[O:8].[Cl-].[Li+].[CH2:12]1[O:15][CH:13]1[CH3:14]>CN(C)C=O>[OH:15][CH:13]([CH3:12])[CH2:14][N:6]1[C:2]([CH3:9])([CH3:1])[C:3](=[O:8])[N:4]([CH2:12][CH:13]([OH:15])[CH3:14])[C:5]1=[O:7] |f:1.2|. Reported procedure: A mixture of 217 g of 5,5-dimethylhydantoin (1.695 mols) 3.61 g of lithium chloride (5 mol percent) and 560 ml of dimethylformamide is stirred at 50° C. 230 g of propene oxide (propylene oxide) (3.955 mols) are added dropwise to the clear solution over the course of 4 hours, 50°-55° C. The reaction is slightly exothermic. After the dropwise addition, the temperature is slowly raised to 90° C. After 5 hours at 90° C. the dimethylformamide is distilled off in a waterpump vacuum and thereafter the ... Run at time 24 hour. As a reaction SMILES: C(OC([NH:8][C:9]([NH:26]C(OC(C)(C)C)=O)=[N:10][C:11]1[CH:16]=[C:15]([C:17]2[CH:22]=[C:21]([O:23][CH3:24])[CH:20]=[CH:19][N:18]=2)[CH:14]=[CH:13][C:12]=1[F:25])=O)(C)(C)C.[ClH:34]>ClCCl.O1CCOCC1>[ClH:34].[ClH:34].[F:25][C:12]1[CH:13]=[CH:14][C:15]([C:17]2[CH:22]=[C:21]([O:23][CH3:24])[CH:20]=[CH:19][N:18]=2)=[CH:16][C:11]=1[NH:10][C:9]([NH2:26])=[NH:8] |f:4.5.6|. The solvent is ClCCl (dichloromethane), O1CCOCC1 (1,4-dioxane). Procedure: To a solution of N,N′-bis(tert-butoxycarbonyl)-N″-(2-fluoro-5-(4-methoxypyridin-2-yl)phenyl)guanidine (0.2 g) in dichloromethane (2 ml) was added a solution of hydrogen chloride in 1,4-dioxane (4N, 4 ml), and the mixture was stirred at room temperature for 24 hours. The solvent was evaporated under reduced pressure. To the residue was added 5% ethanol in ethyl acetate (100 ml), and the resultant precipitate was collected by filtration and dried under reduced pressure to give (2-fluoro-5-(4-metho... Product: Cl.Cl.FC1=C(C=C(C=C1)C1=NC=CC(=C1)OC)NC(=N)N ((2-fluoro-5-(4-methoxypyridin-2-yl)phenyl)guanidine dihydrochloride). Starting materials: C(C)(C)(C)OC(=O)NC(=NC1=C(C=CC(=C1)C1=NC=CC(=C1)OC)F)NC(=O)OC(C)(C)C (N,N′-bis(tert-butoxycarbonyl)-N″-(2-fluoro-5-(4-methoxypyridin-2-yl)phenyl)guanidine), Cl (hydrogen chloride).